Dataset: the Open Reaction Database (ORD), a public repository of structured organic reaction records. Task: describe an organic reaction: reactants, conditions, products, and yield The reactants are OC=1C(=CC2=C(NC(CO2)=O)C1)[N+](=O)[O-] (6-hydroxy-7-nitro-2H-1,4-benzoxazin-3-(4H)-one), [H][H] (hydrogen). Reagents/catalysts: [Ni] (Ni). The solvent is CN(C)C=O (DMF). Product: OC=1C(=CC2=C(NC(CO2)=O)C1)N (6-hydroxy-7-amino-2H-1,4-benzoxazin-3-(4H)-one). Reaction SMILES: [OH:1][C:2]1[C:3]([N+:13]([O-])=O)=[CH:4][C:5]2[O:10][CH2:9][C:8](=[O:11])[NH:7][C:6]=2[CH:12]=1.[H][H]>CN(C=O)C.[Ni]>[OH:1][C:2]1[C:3]([NH2:13])=[CH:4][C:5]2[O:10][CH2:9][C:8](=[O:11])[NH:7][C:6]=2[CH:12]=1. Reported procedure: The 6-hydroxy-7-nitro-2H-1,4-benzoxazin-3-(4H)-one (17.5 g) in DMF (300 ml) was reduced under 60 Atm. hydrogen at 60° C. in the presence of Ni Raney catalyst in an autoclave. The resulting amine was not isolated. Starting materials: OC=1C=C(CC(C(=O)OC)C(C)=O)C=CC1 (methyl 2-(3-hydroxybenzyl)-3-oxobutanoate), C(=O)([O-])[O-].[Cs+].[Cs+] (Cs2CO3), [Na+].[I-] (NaI), Cl.CN(CCCl)C (2-dimethylaminoethyl chloride hydrochloride). The solvent is CC#N (CH3CN), C(Cl)Cl (DCM). Reaction conditions: temperature 90 celsius, time 8 hour. Yields the product CN(CCOC=1C=C(CC(C(=O)OC)C(C)=O)C=CC1)C (methyl 2-{3-[2-(dimethylamino)ethoxy]benzyl}-3-oxobutanoate). Reaction SMILES: [OH:1][C:2]1[CH:3]=[C:4]([CH:14]=[CH:15][CH:16]=1)[CH2:5][CH:6]([C:11](=[O:13])[CH3:12])[C:7]([O:9][CH3:10])=[O:8].C([O-])([O-])=O.[Cs+].[Cs+].[Na+].[I-].Cl.[CH3:26][N:27]([CH3:31])[CH2:28][CH2:29]Cl>CC#N.C(Cl)Cl>[CH3:26][N:27]([CH3:31])[CH2:28][CH2:29][O:1][C:2]1[CH:3]=[C:4]([CH:14]=[CH:15][CH:16]=1)[CH2:5][CH:6]([C:11](=[O:13])[CH3:12])[C:7]([O:9][CH3:10])=[O:8] |f:1.2.3,4.5,6.7|. Procedure details: A mixture of 1.5 g (6.75 mmol) of methyl 2-(3-hydroxybenzyl)-3-oxobutanoate, 6.6 g (20.25 mmol) of anhydrous Cs2CO3, 0.1 g (0.67 mmol) of NaI and 1 g (7.1 mmol) of 2-dimethylaminoethyl chloride hydrochloride in 20 mL of anhydrous CH3CN is heated for 4 hours at 90° C., and then stirred overnight at room temperature. The reaction medium is filtered and then concentrated under reduced pressure. The residue obtained is taken up in DCM (100 mL), washed with brine (30 mL), dried over Na2SO4, filtered,... Reactants: C(=O)(N1C=NC=C1)N1C=NC=C1 (carbonyldiimidazole), BrC1=CC(=C(C(=O)NO)C=C1)O (4-bromo-N,2-dihydroxybenzamide), BrC1=CC(=C(C(=O)NO)C=C1)O (4-bromo-N,2-dihydroxybenzamide). Solvent: O1CCCC1 (tetrahydrofuran), O1CCCC1 (tetrahydrofuran). Run at time 2 hour. Product: BrC1=CC2=C(C(NO2)=O)C=C1 (6-Bromo-1,2-benzisoxazol-3 (2H)-one). Isolated yield 71.6%. RXN SMILES: C(N1C=CN=C1)(N1C=CN=C1)=O.[Br:13][C:14]1[CH:23]=[CH:22][C:17]([C:18]([NH:20]O)=[O:19])=[C:16]([OH:24])[CH:15]=1>O1CCCC1>[Br:13][C:14]1[CH:23]=[CH:22][C:17]2[C:18](=[O:19])[NH:20][O:24][C:16]=2[CH:15]=1. Procedure details: A solution of carbonyldiimidazole (0.75 g) in dry tetrahydrofuran (15 ml) was added to a refluxing solution of 4-bromo-N,2-dihydroxybenzamide (Intermediate 23) (0.56 g) in dry tetrahydrofuran (10 ml) then stirred for 2 h. The solvent was removed under vacuum, the residue was suspended in water and 2N hydrochloric acid (10 ml) was added. The resulting precipitate was collected by filtration, washed with water then cyclohexane and dried to give the title compound as a cream solid (0.37 g). Starting materials: OC1=CC=C(C=C1)P(C1=CC=CC=C1)(C1=CC=C(C=C1)O)=O (Bis(4-hydroxyphenyl)phenylphosphine oxide), CC(C)(C1=CC=C(C=C1)O)C2=CC=C(C=C2)O.C1C(O1)CCl (EPON 828). Run in CC(COC)O (PGME). Product: OC1=CC=C(C=C1)P(C1=CC=CC=C1)(C1=CC=C(C=C1)O)=O.CC(C)(C1=CC=C(C=C1)O)C2=CC=C(C=C2)O.C1C(O1)CCl (Bis(4-hydroxyphenyl)phenylphosphine Oxide EPON 828). Reaction SMILES: [OH:1][C:2]1[CH:7]=[CH:6][C:5]([P:8](=[O:22])([C:15]2[CH:20]=[CH:19][C:18]([OH:21])=[CH:17][CH:16]=2)[C:9]2[CH:14]=[CH:13][CH:12]=[CH:11][CH:10]=2)=[CH:4][CH:3]=1.[CH3:23][C:24]([C:33]1[CH:38]=[CH:37][C:36]([OH:39])=[CH:35][CH:34]=1)([C:26]1[CH:31]=[CH:30][C:29]([OH:32])=[CH:28][CH:27]=1)[CH3:25].[CH2:40]1[O:42][CH:41]1[CH2:43][Cl:44]>CC(O)COC>[OH:1][C:2]1[CH:7]=[CH:6][C:5]([P:8](=[O:22])([C:15]2[CH:16]=[CH:17][C:18]([OH:21])=[CH:19][CH:20]=2)[C:9]2[CH:14]=[CH:13][CH:12]=[CH:11][CH:10]=2)=[CH:4][CH:3]=1.[CH3:25][C:24]([C:26]1[CH:31]=[CH:30][C:29]([OH:32])=[CH:28][CH:27]=1)([C:33]1[CH:34]=[CH:35][C:36]([OH:39])=[CH:37][CH:38]=1)[CH3:23].[CH2:40]1[O:42][CH:41]1[CH2:43][Cl:44] |f:1.2,4.5.6|. Procedure details: Bis(4-hydroxyphenyl)phenylphosphine oxide (196.0 g) and EPON 828 (782.0 g) were heated at 170° C. for 40 min. The clear dark brown resin was then diluted with 218 g of PGME and filtered hot through a pad of glass wool. Solution EEW: 454; % Solids: 88.7. The reactants are CC(C)(C)NS(=O)(=O)c1ccc(B2OC(C)(C)C(C)(C)O2)s1, Cc1cc(-c2ccc(C(F)(F)F)cc2)cc(-c2ccnc(Cl)n2)n1. Yields the product Cc1cc(-c2ccc(C(F)(F)F)cc2)cc(-c2ccnc(-c3ccc(S(=O)(=O)NC(C)(C)C)s3)n2)n1. RXN SMILES: [C:25]([CH3:26])([CH3:27])([CH3:28])[NH:29][S:30](=[O:31])(=[O:32])[c:33]1[s:34][c:35]([B:38]2[O:39][C:40]([CH3:41])([CH3:42])[C:43]([CH3:44])([CH3:45])[O:46]2)[cH:36][cH:37]1.[Cl:1][c:2]1[n:3][cH:4][cH:5][c:6](-[c:8]2[n:9][c:10]([CH3:24])[cH:11][c:12](-[c:14]3[cH:15][cH:16][c:17]([C:20]([F:21])([F:22])[F:23])[cH:18][cH:19]3)[cH:13]2)[n:7]1>>[c:2]1(-[c:35]2[s:34][c:33]([S:30]([NH:29][C:25]([CH3:26])([CH3:27])[CH3:28])(=[O:31])=[O:32])[cH:37][cH:36]2)[n:3][cH:4][cH:5][c:6](-[c:8]2[n:9][c:10]([CH3:24])[cH:11][c:12](-[c:14]3[cH:15][cH:16][c:17]([C:20]([F:21])([F:22])[F:23])[cH:18][cH:19]3)[cH:13]2)[n:7]1.